Dataset: the Open Reaction Database (ORD), a public repository of structured organic reaction records. Task: describe an organic reaction: reactants, conditions, products, and yield The reactants are COC=1C(=CC2=C(C(CN(CC2)C(C(F)(F)F)=O)C2=CC=CC=C2)C1)S(=O)(=O)C(F)(F)F (8-Methoxy-1-phenyl-3-trifluoroacetyl-7-trifluoromethylsulfonyl-2,3,4,5-tetrahydro-1H-3-benzazepine), [OH-].[Na+] (sodium hydroxide). The solvent is CO (methanol). Yields the product COC=1C(=CC2=C(C(CNCC2)C2=CC=CC=C2)C1)S(=O)(=O)C(F)(F)F (8-methoxy-1-phenyl-7-trifluoromethylsulfonyl-2,3,4,5-tetrahydro-1H-3-benzazepine). As a reaction SMILES: [CH3:1][O:2][C:3]1[C:4]([S:26]([C:29]([F:32])([F:31])[F:30])(=[O:28])=[O:27])=[CH:5][C:6]2[CH2:12][CH2:11][N:10](C(=O)C(F)(F)F)[CH2:9][CH:8]([C:19]3[CH:24]=[CH:23][CH:22]=[CH:21][CH:20]=3)[C:7]=2[CH:25]=1.[OH-].[Na+]>CO>[CH3:1][O:2][C:3]1[C:4]([S:26]([C:29]([F:31])([F:30])[F:32])(=[O:28])=[O:27])=[CH:5][C:6]2[CH2:12][CH2:11][NH:10][CH2:9][CH:8]([C:19]3[CH:20]=[CH:21][CH:22]=[CH:23][CH:24]=3)[C:7]=2[CH:25]=1 |f:1.2|. Reported procedure: 8-Methoxy-1-phenyl-3-trifluoroacetyl-7-trifluoromethylsulfonyl-2,3,4,5-tetrahydro-1H-3-benzazepine (5 g, 0.01 m) dissolved in methanol is treated with 40% aqueous sodium hydroxide and stirred. The mixture is concentrated in vacuo and partitioned between ethyl acetate and water to give 8-methoxy-1-phenyl-7-trifluoromethylsulfonyl-2,3,4,5-tetrahydro-1H-3-benzazepine. Reactants: NC1=C(CO)C=CC(=C1)Cl (2-Amino-4-chlorobenzyl alcohol), C(#N)CC(=O)O (cyanoacetic acid). The product is ClC1=CC=C2C=C(C(NC2=C1)=O)C#N (7-chloro-3-cyano-2(1H)-quinolone). The yield is 16.0%. RXN SMILES: [NH2:1][C:2]1[CH:9]=[C:8]([Cl:10])[CH:7]=[CH:6][C:3]=1[CH2:4]O.[C:11]([CH2:13][C:14](O)=[O:15])#[N:12]>>[Cl:10][C:8]1[CH:9]=[C:2]2[C:3]([CH:4]=[C:13]([C:11]#[N:12])[C:14](=[O:15])[NH:1]2)=[CH:6][CH:7]=1. Reported procedure: 2-Amino-4-chlorobenzyl alcohol (3 g, 19.29 mmol) and cyanoacetic acid (3.61 g, 42.44 mmol) were reacted in a similar manner as described in Example 1 to give 0.63 g of 7-chloro-3-cyano-2(1H)-quinolone. mp 306°-309° C. This nitrile (0.46 g) was dissolved in 1-methylpyrrolidinone and treated with triethylammonium hydrochloride (0.465 g) and sodium azide (0.44 g). The reaction was heated to 140° C. for 1 h, cooled, acidified (HCl), and extracted with ethyl acetate (2×). The combined organic phases ...